This data is from the Open Reaction Database (ORD), a public repository of structured organic reaction records. The task is: describe an organic reaction: reactants, conditions, products, and yield Starting materials: aqueous solution, C(CC(O)(C(=O)O)CC(=O)O)(=O)O (citric acid), ClC=1NC2=CC=CC=C2C1C=O (2-Chloroindole-3-carboxaldehyde), CI (methyl iodide), [H-].[Na+] (sodium hydride). The solvent is O1CCCC1 (tetrahydrofuran), CS(=O)C (dimethylsulfoxide). The product is ClC=1N(C2=CC=CC=C2C1C=O)C (2-chloro-1-methylindole-3-carboxaldehyde). RXN SMILES: [Cl:1][C:2]1[NH:3][C:4]2[C:9]([C:10]=1[CH:11]=[O:12])=[CH:8][CH:7]=[CH:6][CH:5]=2.CI.[H-].[Na+].[C:17](O)(=O)CC(CC(O)=O)(C(O)=O)O>O1CCCC1.CS(C)=O>[Cl:1][C:2]1[N:3]([CH3:17])[C:4]2[C:9]([C:10]=1[CH:11]=[O:12])=[CH:8][CH:7]=[CH:6][CH:5]=2 |f:2.3|. Reported procedure: 2-Chloroindole-3-carboxaldehyde (2.69 g) and methyl iodide (4.26 g) were dissolved in a mixed solvent of tetrahydrofuran (25 ml) and dimethylsulfoxide (25 ml), and sodium hydride (0.66 g, 60% mineral oil dispersion) was added thereto at 0° C. A 10% aqueous solution of citric acid was added to the reaction solution, and the mixture was extracted with ethyl acetate. The organic layer was washed with water and then a saturated saline, and dried over anhydrous magnesium sulfate. After concentration ... RXN SMILES: [F:1][B-:2]([F:5])([F:4])[F:3].[CH3:6][N:7](C)[C:8](C1C=CC=CC=1)=CC=[N+](C)C.[CH3:21][N:22]([CH3:35])[CH:23]=[CH:24][C:25](=O)[C:26]([C:28]1[CH:33]=[CH:32][CH:31]=[CH:30][CH:29]=1)=[O:27].F[B-](F)(F)F.C([O+](CC)CC)C.CNC>ClCCl>[F:1][B-:2]([F:5])([F:4])[F:3].[CH3:6][N:7]([CH3:8])[C:25]([C:26](=[O:27])[C:28]1[CH:33]=[CH:32][CH:31]=[CH:30][CH:29]=1)=[CH:24][CH:23]=[N+:22]([CH3:35])[CH3:21] |f:0.1,3.4,7.8|. Product: F[B-](F)(F)F.CN(C(=CC=[N+](C)C)C(C1=CC=CC=C1)=O)C (N-(3-dimethylamino-3-benzoylpropenylidene)-N-methylmethanaminium tetrafluoroborate). Procedure: The procedure is as in Example 24 for the preparation of N-(3-dimethylamino-3-phenylpropenylidene)-N-methylmethanaminium tetrafluoroborate, starting with 4-dimethylamino-1-phenyl-3-butene-1,2-dione (9.3 g), triethyloxonium tetrafluoroborate (10.3 g) and dimethylamine (3.2 cc) in dichloromethane (140 cc). After precipitation in ethyl acetate (30 cc), N-(3-dimethylamino-3-benzoylpropenylidene)-N-methylmethanaminium tetrafluoroborate (5 g), m.p. 140° C., is obtained. The reactants are F[B-](F)(F)F.CN(C(=CC=[N+](C)C)C1=CC=CC=C1)C (N-(3-dimethylamino-3-phenylpropenylidene)-N-methylmethanaminium tetrafluoroborate), CNC (dimethylamine), CN(C=CC(C(=O)C1=CC=CC=C1)=O)C (4-dimethylamino-1-phenyl-3-butene-1,2-dione), F[B-](F)(F)F.C(C)[O+](CC)CC (triethyloxonium tetrafluoroborate). Solvent: ClCCl (dichloromethane). Reagents/catalysts: C=1C=CC(=CC1)[P](C=2C=CC=CC2)(C=3C=CC=CC3)[Pd]([P](C=4C=CC=CC4)(C=5C=CC=CC5)C=6C=CC=CC6)([P](C=7C=CC=CC7)(C=8C=CC=CC8)C=9C=CC=CC9)[P](C=1C=CC=CC1)(C=1C=CC=CC1)C=1C=CC=CC1 (tetrakistriphenylphosphinepalladium). Reaction SMILES: C(O)C.B([O-])([O-])O[C:6]1[O:7][C:8]2[C:14]([O:15][CH2:16][CH2:17][O:18][CH2:19][CH2:20][CH3:21])=[CH:13][CH:12]=[CH:11][C:9]=2[CH:10]=1.Br[C:25]1[CH:26]=[CH:27][C:28]2[S:34](=[O:36])(=[O:35])[CH2:33][CH2:32][C:31]([C:37]([NH:39][C:40]3[CH:45]=[CH:44][C:43]([CH2:46][N:47]([CH3:54])[CH:48]4[CH2:53][CH2:52][O:51][CH2:50][CH2:49]4)=[CH:42][CH:41]=3)=[O:38])=[CH:30][C:29]=2[CH:55]=1.C(=O)([O-])[O-].[K+].[K+]>C1(C)C=CC=CC=1.C1C=CC([P]([Pd]([P](C2C=CC=CC=2)(C2C=CC=CC=2)C2C=CC=CC=2)([P](C2C=CC=CC=2)(C2C=CC=CC=2)C2C=CC=CC=2)[P](C2C=CC=CC=2)(C2C=CC=CC=2)C2C=CC=CC=2)(C2C=CC=CC=2)C2C=CC=CC=2)=CC=1.O>[CH3:54][N:47]([CH2:46][C:43]1[CH:44]=[CH:45][C:40]([NH:39][C:37]([C:31]2[CH2:32][CH2:33][S:34](=[O:36])(=[O:35])[C:28]3[CH:27]=[CH:26][C:25]([C:6]4[O:7][C:8]5[C:14]([O:15][CH2:16][CH2:17][O:18][CH2:19][CH2:20][CH3:21])=[CH:13][CH:12]=[CH:11][C:9]=5[CH:10]=4)=[CH:55][C:29]=3[CH:30]=2)=[O:38])=[CH:41][CH:42]=1)[CH:48]1[CH2:53][CH2:52][O:51][CH2:50][CH2:49]1 |f:3.4.5,^1:72,74,93,112|. The product is CN(C1CCOCC1)CC1=CC=C(C=C1)NC(=O)C=1CCS(C2=C(C1)C=C(C=C2)C=2OC1=C(C2)C=CC=C1OCCOCCC)(=O)=O (N-[4-[[N-methyl-N-(tetrahydropyran-4-yl)amino]methyl]phenyl]-1,1-dioxo-7-(7-propoxyethoxybenzofuran-2-yl)-2,3-dihydro-1-benzothiepine-4-carboxamide). The solvent is C1(=CC=CC=C1)C (toluene), O (water), O (water). Run at time 30 minute. The reactants are C(C)O (ethanol), C([O-])([O-])=O.[K+].[K+] (potassium carbonate), B(OC=1OC2=C(C1)C=CC=C2OCCOCCC)([O-])[O-] (7-propoxyethoxy-benzofuran-2-yl borate), BrC=1C=CC2=C(C=C(CCS2(=O)=O)C(=O)NC2=CC=C(C=C2)CN(C2CCOCC2)C)C1 (7-bromo-N-[4-[[N-methyl-N-(tetrahydropyran-4-yl)amino]methyl]phenyl]-1,1-dioxo-2,3-dihydro-1-benzothiepine-4-carboxamide). The yield is 40.5%. Reported procedure: In toluene (15 ml), ethanol (1.5 ml) and water (1.5 ml) were suspended 7-propoxyethoxy-benzofuran-2-yl borate (229 mg), 7-bromo-N-[4-[[N-methyl-N-(tetrahydropyran-4-yl)amino]methyl]phenyl]-1,1-dioxo-2,3-dihydro-1-benzothiepine-4-carboxamide (300 mg) and potassium carbonate (240 mg), and the suspension was stirred under argon atmosphere for 30 minutes. To the mixture was added tetrakistriphenylphosphinepalladium (47 mg), and the mixture was stirred, under argon atmosphere, at 100° C. for 8 hours ... Starting materials: CC(C)O (propan-2-ol), [Bi](Br)(Br)Br (bismuth(III) bromide), OC(C)C1=CC=C(C(=O)OC)C=C1 (methyl 4-(1-hydroxyethyl)benzoate). Run in ClC(Cl)(Cl)Cl (perchloromethane). Run at time 30 minute. Product: COC(C1=CC=C(C=C1)C(C)OC(C)C)=O (methyl4-(1-isopropoxyethyl)benzoate). Yield: 43.4%. RXN SMILES: [CH3:1][CH:2](O)[CH3:3].[Bi](Br)(Br)Br.[OH:9][CH:10]([C:12]1[CH:21]=[CH:20][C:15]([C:16]([O:18][CH3:19])=[O:17])=[CH:14][CH:13]=1)[CH3:11]>ClC(Cl)(Cl)Cl>[CH3:19][O:18][C:16](=[O:17])[C:15]1[CH:20]=[CH:21][C:12]([CH:10]([O:9][CH:2]([CH3:3])[CH3:1])[CH3:11])=[CH:13][CH:14]=1. Procedure: To the solution of propan-2-ol (100 mg, 1.67 mmol) in perchloromethane (80 mL) was added bismuth(III) bromide (743 mg, 1.67 mmol), the mixture was stirred for 30 minutes at room temperature, then methyl 4-(1-hydroxyethyl)benzoate (300 mg, 1.67 mmol) was added to the solution, the mixture was stirred at room temperature for 12 hours. Then the mixture was concentrated and Then the mixture was concentrated and purified by column chromatography (silica gel, Petroleum ether/ethyl acetate=20:1) to giv... Reactants: O=C1CCC(=O)N1Br, O=C([O-])[O-], ClC(Cl)Cl, Cc1cnc(C)n2c1c(CCCl)c1ccccc12, [K+], [K+]. The product is Cc1c(N2C(=O)CCC2=O)nc(C)n2c1c(CCCl)c1ccccc12. As a reaction SMILES: [Br:19][N:20]1[C:21](=[O:22])[CH2:23][CH2:24][C:25]1=[O:26].[C:27](=[O:28])([O-:29])[O-:30].[CH:33]([Cl:34])([Cl:35])[Cl:36].[Cl:1][CH2:2][CH2:3][c:4]1[c:5]2[n:6]([c:7]3[cH:8][cH:9][cH:10][cH:11][c:12]13)[c:13]([CH3:18])[n:14][cH:15][c:16]2[CH3:17].[K+:31].[K+:32]>>[Cl:1][CH2:2][CH2:3][c:4]1[c:5]2[n:6]([c:7]3[cH:8][cH:9][cH:10][cH:11][c:12]13)[c:13]([CH3:18])[n:14][c:15]([N:20]1[C:21](=[O:22])[CH2:23][CH2:24][C:25]1=[O:26])[c:16]2[CH3:17].